The task is: describe an organic reaction: reactants, conditions, products, and yield. This data is from the Open Reaction Database (ORD), a public repository of structured organic reaction records. Starting materials: CC=1C=CC(=NC1)N1CC2=C(N=CNC2=O)CC1 (5,6,7,8-tetrahydro-6-(5-methylpyridin-2-yl)pyrido[4,3-d]pyrimidin-4(3H)-one), CN(C1=CC=CC=C1)C (N,N-Dimethylaniline), C([O-])(O)=O.[Na+] (sodium bicarbonate), P(=O)(Cl)(Cl)Cl (phosphoryl chloride), ClCCCl (1,2-dichloroethane). The solvent is C(Cl)Cl (methylene chloride). Yields the product ClC=1C2=C(N=CN1)CCN(C2)C2=NC=C(C=C2)C (4-Chloro-5,6,7,8-tetrahydro-6-(5-methylpyridin-2-yl)pyrido[4,3-d]pyrimidine). RXN SMILES: [CH3:1][C:2]1[CH:3]=[CH:4][C:5]([N:8]2[CH2:18][CH2:17][C:11]3[N:12]=[CH:13][NH:14][C:15](=O)[C:10]=3[CH2:9]2)=[N:6][CH:7]=1.P(Cl)(Cl)([Cl:21])=O.ClCCCl.CN(C)C1C=CC=CC=1.C(=O)(O)[O-].[Na+]>C(Cl)Cl>[Cl:21][C:15]1[C:10]2[CH2:9][N:8]([C:5]3[CH:4]=[CH:3][C:2]([CH3:1])=[CH:7][N:6]=3)[CH2:18][CH2:17][C:11]=2[N:12]=[CH:13][N:14]=1 |f:4.5|. Procedure: Into a 250 ml round bottom flask was combined 5,6,7,8-tetrahydro-6-(5-methylpyridin-2-yl)pyrido[4,3-d]pyrimidin-4(3H)-one (0.250 g, 0.00103 mol), phosphoryl chloride (0.8 mL, 0.008 mol), and 1,2-dichloroethane (10 mL, 0.1 mol). N,N-Dimethylaniline (0.01 g, 0.0001 mol) was added dropwise and the mixture was heated at reflux for 2 hours. The mixture was reduced in vacuo to yield a dark brown oil. The oil was taken up in methylene chloride (50 ml) and poured over ice. The mixture was carefully neut... Starting materials: ice water, FC1=CC=C(C=O)C=C1 (4-fluorobenzaldehyde), C(CCC)NCCCCO (N-butyl-N-4-hydroxybutylamine), C([O-])([O-])=O.[K+].[K+] (potassium carbonate). Run in CS(=O)C (dimethylsulfoxide). Run at temperature 95 celsius. Product: OCCCCN(CCCC)C1=CC=C(C=O)C=C1 (4-(N-4-hydroxybutyl-N-butylamino)benzaldehyde). As a reaction SMILES: F[C:2]1[CH:9]=[CH:8][C:5]([CH:6]=[O:7])=[CH:4][CH:3]=1.[CH2:10]([NH:14][CH2:15][CH2:16][CH2:17][CH2:18][OH:19])[CH2:11][CH2:12][CH3:13].C(=O)([O-])[O-].[K+].[K+]>CS(C)=O>[OH:19][CH2:18][CH2:17][CH2:16][CH2:15][N:14]([C:2]1[CH:9]=[CH:8][C:5]([CH:6]=[O:7])=[CH:4][CH:3]=1)[CH2:10][CH2:11][CH2:12][CH3:13] |f:2.3.4|. Procedure: To a three neck flask fitted with a mechanical stirrer, a thermometer, and a condenser, is added 124 g (1 mole) of 4-fluorobenzaldehyde, 145.3 g (1 mole) of N-butyl-N-4-hydroxybutylamine, 138.2 g (1 mole) of anhydrous potassium carbonate, and dimethylsulfoxide. The mixture is then heated at 95° C. until the reaction is complete. After cooling to room temperature, the solution is poured into a four-fold excess of ice water, and the solid product is collected by filtration and purified by recrysta... The reactants are P(C1=CC=CC=C1)C1=CC=CC=C1 (HPPh2), ClCCCCl (1,3-dichloropropane), C(CCC)[Li] (n-butyl lithium), [Li]P(C1=CC=CC=C1)C1=CC=CC=C1 (LiPPh2). Solvent: C(C)OCC (diethyl ether), O1CCCC1 (tetrahydrofuran), O (water). Run at temperature 0 celsius, time 1 hour. Product: P(C1=CC=CC=C1)(C1=CC=CC=C1)CCCCl (Ph2P(CH2)3Cl). RXN SMILES: [PH:1]([C:8]1[CH:13]=[CH:12][CH:11]=[CH:10][CH:9]=1)[C:2]1[CH:7]=[CH:6][CH:5]=[CH:4][CH:3]=1.C([Li])CCC.[Li]P(C1C=CC=CC=1)C1C=CC=CC=1.[Cl:33][CH2:34][CH2:35][CH2:36]Cl>C(OCC)C.O.O1CCCC1>[P:1]([CH2:36][CH2:35][CH2:34][Cl:33])([C:8]1[CH:9]=[CH:10][CH:11]=[CH:12][CH:13]=1)[C:2]1[CH:7]=[CH:6][CH:5]=[CH:4][CH:3]=1. Reported procedure: To a 500 mL round bottom flask there was added 400 mL of dry tetrahydrofuran followed by 0.081 mole of HPPh2. The mixture was cooled to 0° C. and 0.081 mole of n-butyl lithium was slowly added to generate LiPPh2 ; this was slowly warmed to room temperature and stirred for about one hour. The solution was transferred to a dropping funnel and added dropwise to a flask containing 100 mL of 1,3-dichloropropane dissolved in 100 mL of diethyl ether. After stirring overnight the mixture was hydrolyzed ... Reactants: C1CCC2=NCCCN2CC1, Cc1cnc(CO)c(C)c1, COCCOC, CS(=O)c1nc(N)nc(-n2cccn2)c1C#N. Yields the product Cc1cnc(COc2nc(N)nc(-n3cccn3)c2C#N)c(C)c1. As a reaction SMILES: [CH2:28]1[CH2:29][CH2:30][C:31]2=[N:36][CH2:35][CH2:34][CH2:33][N:32]2[CH2:37][CH2:38]1.[CH3:18][c:19]1[c:20]([CH2:26][OH:27])[n:21][cH:22][c:23]([CH3:25])[cH:24]1.[CH3:39][O:40][CH2:41][CH2:42][O:43][CH3:44].[NH2:1][c:2]1[n:3][c:4](-[n:13]2[n:14][cH:15][cH:16][cH:17]2)[c:5]([C:11]#[N:12])[c:6]([S:8]([CH3:9])=[O:10])[n:7]1>>[NH2:1][c:2]1[n:3][c:4](-[n:13]2[n:14][cH:15][cH:16][cH:17]2)[c:5]([C:11]#[N:12])[c:6]([O:27][CH2:26][c:20]2[c:19]([CH3:18])[cH:24][c:23]([CH3:25])[cH:22][n:21]2)[n:7]1.